This data is from the Open Reaction Database (ORD), a public repository of structured organic reaction records. The task is: describe an organic reaction: reactants, conditions, products, and yield The reactants are C(C1=CC=CC=C1)C(C[C@H](N)C(=O)O)C(=O)O (γ-benzyl-L-glutamic acid), C(C1=CC=CC=C1)OC(=O)NCCCC[C@H](N)C(=O)O (Nε-benzyloxycarbonyl-L-lysine), C(C1=CC=CC=C1)C(C[C@H](N)C(=O)O)C(=O)O (γ-benzyl-L-glutamic acid), C(C1=CC=CC=C1)OC(=O)NCCCC[C@H](N)C(=O)O (Nε-benzyloxycarbonyl-L-lysine), C(C1=CC=CC=C1)OC(=O)NCCCC[C@H](N)C(=O)O (Nε-benzyloxycarbonyl-L-lysine), C(C1=CC=CC=C1)C(C[C@H](N)C(=O)O)C(=O)O (γ-benzyl-L-glutamic acid), copolymer. The solvent is deuterated trifluoroacetic acid. The product is C(C1=CC=CC=C1)C(C[C@H](N)C(=O)O)C(=O)O.C(C1=CC=CC=C1)OC(=O)NCCCC[C@H](N)C(=O)O (γ-benzyl-L-glutamic acid Nε-benzyloxycarbonyl-L-lysine). RXN SMILES: [CH2:1]([O:8][C:9]([NH:11][CH2:12][CH2:13][CH2:14][CH2:15][C@@H:16]([C:18]([OH:20])=[O:19])[NH2:17])=[O:10])[C:2]1[CH:7]=[CH:6][CH:5]=[CH:4][CH:3]=1.[CH2:21]([CH:28]([C:35]([OH:37])=[O:36])[CH2:29][C@@H:30]([C:32]([OH:34])=[O:33])[NH2:31])[C:22]1[CH:27]=[CH:26][CH:25]=[CH:24][CH:23]=1>>[CH2:21]([CH:28]([C:35]([OH:37])=[O:36])[CH2:29][C@@H:30]([C:32]([OH:34])=[O:33])[NH2:31])[C:22]1[CH:23]=[CH:24][CH:25]=[CH:26][CH:27]=1.[CH2:1]([O:8][C:9]([NH:11][CH2:12][CH2:13][CH2:14][CH2:15][C@@H:16]([C:18]([OH:20])=[O:19])[NH2:17])=[O:10])[C:2]1[CH:3]=[CH:4][CH:5]=[CH:6][CH:7]=1 |f:2.3|. Reported procedure: The synthesized copolymer (10 mg) was dissolved in deuterated trifluoroacetic acid, and the 1H NMR was measured. As a result, a peak derived from the benzyl group of Nε-benzyloxycarbonyl-L-lysine and the benzyl group of γ-benzyl-L-glutamic acid was detected near 5.1 ppm, a peak derived from the proton at the α-position of γ-benzyl-L-glutamic acid was detected near 4.7 ppm, and a peak derived from the proton at the α-position of Nε-benzyloxycarbonyl-L-lysine was detected near 4.4 ppm. When the pe... The reactants are Cc1cc(COCC2(c3ccccc3)CCN(C(=O)OC(C)(C)C)CC2)c2[nH]ncc2c1, O=C(O)C(F)(F)F. The product is Cc1cc(COCC2(c3ccccc3)CCNCC2)c2[nH]ncc2c1. RXN SMILES: [CH3:1][c:2]1[cH:3][c:4]2[cH:5][n:6][nH:7][c:8]2[c:9]([CH2:11][O:12][CH2:13][C:14]2([c:27]3[cH:28][cH:29][cH:30][cH:31][cH:32]3)[CH2:15][CH2:16][N:17]([C:20]([O:21][C:22]([CH3:23])([CH3:24])[CH3:25])=[O:26])[CH2:18][CH2:19]2)[cH:10]1.[OH:33][C:34]([C:35]([F:36])([F:37])[F:38])=[O:39]>>[CH3:1][c:2]1[cH:3][c:4]2[cH:5][n:6][nH:7][c:8]2[c:9]([CH2:11][O:12][CH2:13][C:14]2([c:27]3[cH:28][cH:29][cH:30][cH:31][cH:32]3)[CH2:15][CH2:16][NH:17][CH2:18][CH2:19]2)[cH:10]1.